This data is from the Open Reaction Database (ORD), a public repository of structured organic reaction records. The task is: describe an organic reaction: reactants, conditions, products, and yield The reactants are ClC1=NC(=NC(=C1CCCl)C1=CC(=CC=C1)OC)N1CCOCC1 (4-[4-chloro-5-(2-chloroethyl)-6-(3-methoxyphenyl)-pyrimidin-2-yl]-morpholine), C(#N)C=1C=C(N)C=CC1 (3-cyanoaniline), COC=1C=C(C=CC1)C=1C2=C(N=C(N1)N1CCOCC1)N(CC2)C=2C=C(C#N)C=CC2 (3-[4-(3-methoxy-phenyl)-2-morpholin-4-yl-5,6-dihydro-pyrrolo[2,3-d]pyrimidin-7-yl]-benzonitrile). Product: OC=1C=C(C=CC1)C=1C2=C(N=C(N1)N1CCOCC1)N(CC2)C=2C=C(C#N)C=CC2 (3-[4-(3-Hydroxy-phenyl)-2-morpholin-4-yl-5,6-dihydro-pyrrolo[2,3-d]pyrimidin-7-yl]-benzonitrile). As a reaction SMILES: ClC1C(CCCl)=C(C2C=CC=C(OC)C=2)N=C(N2CCOCC2)N=1.C(C1C=C(C=CC=1)N)#N.C[O:35][C:36]1[CH:37]=[C:38]([C:42]2[C:43]3[CH2:56][CH2:55][N:54]([C:57]4[CH:58]=[C:59]([CH:62]=[CH:63][CH:64]=4)[C:60]#[N:61])[C:44]=3[N:45]=[C:46]([N:48]3[CH2:53][CH2:52][O:51][CH2:50][CH2:49]3)[N:47]=2)[CH:39]=[CH:40][CH:41]=1>>[OH:35][C:36]1[CH:37]=[C:38]([C:42]2[C:43]3[CH2:56][CH2:55][N:54]([C:57]4[CH:58]=[C:59]([CH:62]=[CH:63][CH:64]=4)[C:60]#[N:61])[C:44]=3[N:45]=[C:46]([N:48]3[CH2:49][CH2:50][O:51][CH2:52][CH2:53]3)[N:47]=2)[CH:39]=[CH:40][CH:41]=1. Procedure: In the same manner as Example 1-A-01, from 4-[4-chloro-5-(2-chloroethyl)-6-(3-methoxyphenyl)-pyrimidin-2-yl]-morpholine and 3-cyanoaniline, 3-[4-(3-methoxy-phenyl)-2-morpholin-4-yl-5,6-dihydro-pyrrolo[2,3-d]pyrimidin-7-yl]-benzonitrile was obtained, and subsequently, further in the same manner as Example 1-A-09, the desired compound was obtained.